Task: describe an organic reaction: reactants, conditions, products, and yield. Dataset: the Open Reaction Database (ORD), a public repository of structured organic reaction records Starting materials: NCC(CO)C (3-amino-2-methyl propan-1-ol), C1(CCCCC1)=O (cyclohexanone), C=C1CC(=O)O1 (diketene), O (water). Run in C1=CC=CC=C1 (benzene), C(Cl)Cl (CH2Cl2), C1=CC=CC=C1 (benzene). Reaction conditions: time 1 hour. Product: CC1COC2(N(C1)C(CC(C)=O)=O)CCCCC2 (1-[3-methyl-1-oxa-5-azaspiro[5.5]undecan-5-yl]butan-1,3 -dione). As a reaction SMILES: [NH2:1][CH2:2][CH:3]([CH3:6])[CH2:4][OH:5].[C:7]1(=O)[CH2:12][CH2:11][CH2:10][CH2:9][CH2:8]1.O.[CH2:15]=[C:16]1[O:20][C:18](=[O:19])[CH2:17]1>C1C=CC=CC=1.C(Cl)Cl>[CH3:6][CH:3]1[CH2:2][N:1]([C:18](=[O:19])[CH2:17][C:16](=[O:20])[CH3:15])[C:7]2([CH2:12][CH2:11][CH2:10][CH2:9][CH2:8]2)[O:5][CH2:4]1. Procedure details: A solution of 3-amino-2-methyl propan-1-ol (4) (0.400 g) in dry benzene (10 ml) was treated with cyclohexanone (0.450 g) and heated at reflux in an apparatus with provision for water removal for 5 hours. The product was concentrated to give the crude 3-methyl-1-oxa-5-azospiro[5.5]undecane (5) as a yellow oil; νmax. (CH2Cl2) 3450, 1660 (weak, Schiffs base); 1460, 1450, 1160, 1040 cm-1. This material was redissolved in dry benzene (10 ml) and stirred and cooled in an ice-bath, treated with diketen... Starting materials: C(C)(C)(C)OC(=O)N1[C@H](C(=O)O)C[C@H](C1)OCC1=CC=CC=C1 (N-t-butoxycarbonyl-4(R)-benzyloxyproline), C1(=CC=CC2=CC=CC=C12)CN (naphth-1-ylmethylamine). Yields the product C1(=CC=CC2=CC=CC=C12)CNC([C@H]1N(C[C@@H](C1)OCC1=CC=CC=C1)C(=O)OC(C)(C)C)=O (N-t-Butoxycarbonyl-4(R)-benzyloxyproline naphth-1-ylmethylamide). RXN SMILES: [C:1]([O:5][C:6]([N:8]1[CH2:15][C@H:14]([O:16][CH2:17][C:18]2[CH:23]=[CH:22][CH:21]=[CH:20][CH:19]=2)[CH2:13][C@H:9]1[C:10]([OH:12])=O)=[O:7])([CH3:4])([CH3:3])[CH3:2].[C:24]1([CH2:34][NH2:35])[C:33]2[C:28](=[CH:29][CH:30]=[CH:31][CH:32]=2)[CH:27]=[CH:26][CH:25]=1>>[C:24]1([CH2:34][NH:35][C:10](=[O:12])[C@@H:9]2[CH2:13][C@@H:14]([O:16][CH2:17][C:18]3[CH:19]=[CH:20][CH:21]=[CH:22][CH:23]=3)[CH2:15][N:8]2[C:6]([O:5][C:1]([CH3:3])([CH3:4])[CH3:2])=[O:7])[C:33]2[C:28](=[CH:29][CH:30]=[CH:31][CH:32]=2)[CH:27]=[CH:26][CH:25]=1. Procedure: The title compound was prepared using the procedure in Example 1 step H using N-t-butoxycarbonyl-4(R)-benzyloxyproline and naphth-1-ylmethylamine. Starting materials: N(N)C1=CC=C(C=N1)C(C)(C)O (2-(6-hydrazinylpyridin-3-yl)propan-2-ol), N(=C=S)C1=CC=C(C=C1)[N+](=O)[O-] (1-isothiocyanato-4-nitrobenzene). The solvent is C(C)#N (ACN), CCOCC (Et2O). Run at time 1 hour. The product is OC(C)(C)C=1C=CC(=NC1)NNC(NC1=CC=C(C=C1)[N+](=O)[O-])=S (2-(5-(2-hydroxypropan-2-yl)pyridin-2-yl)-N-(4-nitrophenyl)hydrazinecarbothioamide). Yield: 33.7%. RXN SMILES: [NH:1]([C:3]1[N:8]=[CH:7][C:6]([C:9]([OH:12])([CH3:11])[CH3:10])=[CH:5][CH:4]=1)[NH2:2].[N:13]([C:16]1[CH:21]=[CH:20][C:19]([N+:22]([O-:24])=[O:23])=[CH:18][CH:17]=1)=[C:14]=[S:15]>C(#N)C.CCOCC>[OH:12][C:9]([C:6]1[CH:5]=[CH:4][C:3]([NH:1][NH:2][C:14](=[S:15])[NH:13][C:16]2[CH:17]=[CH:18][C:19]([N+:22]([O-:24])=[O:23])=[CH:20][CH:21]=2)=[N:8][CH:7]=1)([CH3:10])[CH3:11]. Procedure details: A mixture of 2-(6-hydrazinylpyridin-3-yl)propan-2-ol (250 mg, 1.495 mmol) and 1-isothiocyanato-4-nitrobenzene (269 mg, 1.495 mmol) in ACN (Volume: 2.0 mL) was stirred at room temperature for 1 hr. The reaction was diluted with Et2O (Volume: 5.0 mL), and the resulting solid was filtered. Minimal product was present in the solid. On standing for 1 hr, the filtrate had formed a precipitate. This was filtered to provide 2-(5-(2-hydroxypropan-2-yl)pyridin-2-yl)-N-(4-nitrophenyl)hydrazinecarbothioamid... Reactants: Nc1ccc2c(c1)OCO2, FC(F)(F)c1cc(Cl)nc(-c2ccccc2)n1. The product is FC(F)(F)c1cc(Nc2ccc3c(c2)OCO3)nc(-c2ccccc2)n1. As a reaction SMILES: [CH2:18]1[O:19][c:20]2[cH:21][c:22]([NH2:23])[cH:24][cH:25][c:26]2[O:27]1.[Cl:1][c:2]1[n:3][c:4](-[c:12]2[cH:13][cH:14][cH:15][cH:16][cH:17]2)[n:5][c:6]([C:8]([F:9])([F:10])[F:11])[cH:7]1>>[c:2]1([NH:23][c:22]2[cH:21][c:20]3[c:26]([cH:25][cH:24]2)[O:27][CH2:18][O:19]3)[n:3][c:4](-[c:12]2[cH:13][cH:14][cH:15][cH:16][cH:17]2)[n:5][c:6]([C:8]([F:9])([F:10])[F:11])[cH:7]1. The reactants are COC(=O)c1ccc(C(=O)N2CCCc3ccccc32)cc1, CO, [Na+], [OH-]. The product is O=C(O)c1ccc(C(=O)N2CCCc3ccccc32)cc1. Reaction SMILES: [CH3:1][O:2][C:3](=[O:4])[c:5]1[cH:6][cH:7][c:8]([C:9](=[O:10])[N:11]2[CH2:12][CH2:13][CH2:14][c:15]3[cH:16][cH:17][cH:18][cH:19][c:20]32)[cH:21][cH:22]1.[CH3:25][OH:26].[Na+:24].[OH-:23]>>[O:2]=[C:3]([OH:4])[c:5]1[cH:6][cH:7][c:8]([C:9](=[O:10])[N:11]2[CH2:12][CH2:13][CH2:14][c:15]3[cH:16][cH:17][cH:18][cH:19][c:20]32)[cH:21][cH:22]1.